Dataset: the Open Reaction Database (ORD), a public repository of structured organic reaction records. Task: describe an organic reaction: reactants, conditions, products, and yield The reactants are ClCCl, CC(C)(C)OC(=O)N1CCN(CCOc2cc3ncnc(Nc4ccc(F)c(Cl)c4)c3cc2OC2CCCC2)CC1, O=C(O)C(F)(F)F. Product: Fc1ccc(Nc2ncnc3cc(OCCN4CCNCC4)c(OC4CCCC4)cc23)cc1Cl. Reaction SMILES: [CH2:49]([Cl:50])[Cl:51].[Cl:8][c:9]1[cH:10][c:11]([NH:16][c:17]2[n:18][cH:19][n:20][c:21]3[cH:22][c:23]([O:33][CH2:34][CH2:35][N:36]4[CH2:37][CH2:38][N:39]([C:42]([O:43][C:44]([CH3:45])([CH3:46])[CH3:47])=[O:48])[CH2:40][CH2:41]4)[c:24]([O:27][CH:28]4[CH2:29][CH2:30][CH2:31][CH2:32]4)[cH:25][c:26]23)[cH:12][cH:13][c:14]1[F:15].[OH:1][C:2]([C:3]([F:4])([F:5])[F:6])=[O:7]>>[Cl:8][c:9]1[cH:10][c:11]([NH:16][c:17]2[n:18][cH:19][n:20][c:21]3[cH:22][c:23]([O:33][CH2:34][CH2:35][N:36]4[CH2:37][CH2:38][NH:39][CH2:40][CH2:41]4)[c:24]([O:27][CH:28]4[CH2:29][CH2:30][CH2:31][CH2:32]4)[cH:25][c:26]23)[cH:12][cH:13][c:14]1[F:15]. Procedure details: 10-bromo-2-hydroxy-5-(3-pyridylmethyl)-4H-pyrido[3,2,1-jk]carbazole-4-one (200 mg) obtained in Example 2 was suspended in pyridine (5 ml), and to the suspension was added acetic anhydride (0.14 ml), and the mixture was stirred at room temperature for 2 hours. A small amount of methanol was added dropwise to the reaction mixture, and the solvent was evaporated under reduced pressure. The residual crude crystals were washed with methanol and ether in succession to produce the title compound (100 m... Starting materials: BrC=1C=CC=2N3C4=C(C=C(C=C4C2C1)O)C(C(=C3)CC=3C=NC=CC3)=O (10-bromo-2-hydroxy-5-(3-pyridylmethyl)-4H-pyrido[3,2,1-jk]carbazole-4-one), C(C)(=O)OC(C)=O (acetic anhydride), CO (methanol). Run in N1=CC=CC=C1 (pyridine). RXN SMILES: [Br:1][C:2]1[CH:3]=[CH:4][C:5]2[N:6]3[CH:18]=[C:17]([CH2:19][C:20]4[CH:21]=[N:22][CH:23]=[CH:24][CH:25]=4)[C:16](=[O:26])[C:8]4[CH:9]=[C:10]([OH:15])[CH:11]=[C:12]([C:13]=2[CH:14]=1)[C:7]3=4.[C:27](OC(=O)C)(=[O:29])[CH3:28].CO>N1C=CC=CC=1>[C:27]([O:15][C:10]1[CH:11]=[C:12]2[C:7]3=[C:8]([C:16](=[O:26])[C:17]([CH2:19][C:20]4[CH:21]=[N:22][CH:23]=[CH:24][CH:25]=4)=[CH:18][N:6]3[C:5]3[CH:4]=[CH:3][C:2]([Br:1])=[CH:14][C:13]2=3)[CH:9]=1)(=[O:29])[CH3:28]. Conditions: time 2 hour. Yields the product C(C)(=O)OC=1C=C2C=3C=C(C=CC3N3C2=C(C1)C(C(=C3)CC=3C=NC=CC3)=O)Br (2-acetoxy-10-bromo-5-(3-pyridylmethyl)-4H-pyrido[3,2,1-jk]carbazole-4-one). Yield: 46.0%. Starting materials: Cl.O1CCOCC1 (hydrochloric acid dioxane), C([O-])([O-])=O.[Na+].[Na+] (sodium carbonate), C(C)(C)(C)OC(=O)N(CC(=O)O)C (N-(t-butoxycarbonyl)-N-methylglycine), Cl.CN(CCCN=C=NCC)C (1-(3-dimethylaminopropyl)-3-ethylcarbodiimide monohydrochloride), FC1=C(C=CC=C1)C1=CC=C(C=C1)OC1=CC2=C(NC(=N2)C2=NC=CC=C2)C=C1C1NCCC1 (5-((2′-fluorobiphenyl-4-yl)oxy)-2-pyridin-2-yl-6-pyrrolidin-2-yl-1H-benzimidazole). The solvent is N1=CC=CC=C1 (pyridin), C(Cl)(Cl)Cl (chloroform). Conditions: time 3 hour. Product: FC1=C(C=CC=C1)C1=CC=C(C=C1)OC1=CC2=C(NC(=N2)C2=NC=CC=C2)C=C1C1N(CCC1)C(CNC)=O ((2-(2-(5-((2′-fluorobiphenyl-4-yl)oxy)-2-pyridin-2-yl-1H-benzimidazol-6-yl)pyrrolidin-1-yl)-2-oxoethyl)methylamine). RXN SMILES: C(O[C:6]([N:8](C)[CH2:9][C:10](O)=[O:11])=O)(C)(C)C.Cl.CN(C)CCCN=C=NCC.[F:26][C:27]1[CH:32]=[CH:31][CH:30]=[CH:29][C:28]=1[C:33]1[CH:38]=[CH:37][C:36]([O:39][C:40]2[C:54]([CH:55]3[CH2:59][CH2:58][CH2:57][NH:56]3)=[CH:53][C:43]3[NH:44][C:45]([C:47]4[CH:52]=[CH:51][CH:50]=[CH:49][N:48]=4)=[N:46][C:42]=3[CH:41]=2)=[CH:35][CH:34]=1.Cl.O1CCOCC1.C(=O)([O-])[O-].[Na+].[Na+]>C(Cl)(Cl)Cl.N1C=CC=CC=1>[F:26][C:27]1[CH:32]=[CH:31][CH:30]=[CH:29][C:28]=1[C:33]1[CH:34]=[CH:35][C:36]([O:39][C:40]2[C:54]([CH:55]3[CH2:59][CH2:58][CH2:57][N:56]3[C:10](=[O:11])[CH2:9][NH:8][CH3:6])=[CH:53][C:43]3[NH:44][C:45]([C:47]4[CH:52]=[CH:51][CH:50]=[CH:49][N:48]=4)=[N:46][C:42]=3[CH:41]=2)=[CH:37][CH:38]=1 |f:1.2,4.5,6.7.8|. Reported procedure: 19 mg of N-(t-butoxycarbonyl)-N-methylglycine and 24 mg of 1-(3-dimethylaminopropyl)-3-ethylcarbodiimide monohydrochloride were added in order to a pyridin (1 ml) solution of 37 mg of 5-((2′-fluorobiphenyl-4-yl)oxy)-2-pyridin-2-yl-6-pyrrolidin-2-yl-1H-benzimidazole, and the reaction liquid was stirred at room temperature for 3 hours. 2 ml of 4 N hydrochloric acid-dioxane solution was added to the reaction liquid, and the reaction liquid was stirred at room temperature for 1 hour. The reaction li... The reactants are CCO, Cc1ccc(S(=O)(=O)n2ccc3ccc(N4CCN(c5cnccc5C)C4=O)cc32)cc1, [Na+], [OH-]. Yields the product Cc1ccncc1N1CCN(c2ccc3cc[nH]c3c2)C1=O. RXN SMILES: [CH3:35][CH2:36][OH:37].[CH3:3][c:4]1[c:5]([N:10]2[C:11](=[O:34])[N:12]([c:15]3[cH:16][cH:17][c:18]4[cH:19][cH:20][n:21]([S:24]([c:25]5[cH:26][cH:27][c:28]([CH3:29])[cH:30][cH:31]5)(=[O:32])=[O:33])[c:22]4[cH:23]3)[CH2:13][CH2:14]2)[cH:6][n:7][cH:8][cH:9]1.[Na+:2].[OH-:1]>>[CH3:3][c:4]1[c:5]([N:10]2[C:11](=[O:34])[N:12]([c:15]3[cH:16][cH:17][c:18]4[cH:19][cH:20][nH:21][c:22]4[cH:23]3)[CH2:13][CH2:14]2)[cH:6][n:7][cH:8][cH:9]1. The reactants are NC1(CCC1)C1=CC=C(C=C1)C1=C(OC2=CC=C(C=C2C1=O)F)C1=CC=CC=C1 (3-[4-(1-amino-cyclobutyl)-phenyl]-6-fluoro-2-phenyl-chromen-4-one), C(C)(C)(C)OC(NC1(CCC1)C1=CC=C(C=C1)C1=C(OC=2C=C3OCCOC3=CC2C1=O)C1=CC=CC=C1)=O ({1-[4-(8-oxo-6-phenyl-2,3-dihydro-8H-1,4,5-trioxa-anthracen-7-yl)-phenyl]-cyclobutyl}-carbamic acid tert-butyl ester). The product is NC1(CCC1)C1=CC=C(C=C1)C1=C(OC=2C=C3OCCOC3=CC2C1=O)C1=CC=CC=C1 (7-[4-(1-Amino-cyclob utyl)-phenyl]-6-phenyl-2,3-dihydro-1,4,5-trioxa-anthracen-8-one). The yield is 51.2%. RXN SMILES: NC1(C2C=CC(C3C(=O)C4C(=CC=C(F)C=4)OC=3C3C=CC=CC=3)=CC=2)CCC1.C(OC(=O)[NH:36][C:37]1([C:41]2[CH:46]=[CH:45][C:44]([C:47]3[C:60](=[O:61])[C:59]4[CH:58]=[C:57]5[C:52]([O:53][CH2:54][CH2:55][O:56]5)=[CH:51][C:50]=4[O:49][C:48]=3[C:62]3[CH:67]=[CH:66][CH:65]=[CH:64][CH:63]=3)=[CH:43][CH:42]=2)[CH2:40][CH2:39][CH2:38]1)(C)(C)C>>[NH2:36][C:37]1([C:41]2[CH:42]=[CH:43][C:44]([C:47]3[C:60](=[O:61])[C:59]4[CH:58]=[C:57]5[C:52]([O:53][CH2:54][CH2:55][O:56]5)=[CH:51][C:50]=4[O:49][C:48]=3[C:62]3[CH:67]=[CH:66][CH:65]=[CH:64][CH:63]=3)=[CH:45][CH:46]=2)[CH2:40][CH2:39][CH2:38]1. Procedure: Following the procedure used to prepare 3-[4-(1-amino-cyclobutyl)-phenyl]-6-fluoro-2-phenyl-chromen-4-one, {1-[4-(8-oxo-6-phenyl-2,3-dihydro-8H-1,4,5-trioxa-anthracen-7-yl)-phenyl]-cyclobutyl}-carbamic acid tert-butyl ester (65 mg, 0.124 mmol) was reacted to give the title compound (27 mg, 51%). LCMS (Method E): RT=3.62 min, [M+H]+=426. 1H NMR (400 MHz, DMSO-d6): δ 7.38 (s, 1H), 7.36-7.23 (m, 7H), 7.19 (s, 1H), 7.04 (d, J=8.6 Hz, 2H), 4.39-4.34 (m, 2H), 4.33-4.28 (m, 2H), 2.36-2.13 (m, 4H), 2.06... Reactants: C(C)(C)(C)C1=C(C=CC=C1)N1CCN(CC1)C(C(=O)O)=O (2-(4-(2-tert-butylphenyl)piperazin-1-yl)-2-oxo-acetic acid), CCN=C=NCCCN(C)C (EDCI), C=1C=CC2=C(C1)N=NN2O (HOBt), NC1=NC=CC=C1 (2-aminopyridine). Solvent: C(Cl)Cl (methylene chloride). Run at time 16 hour. Yields the product C(C)(C)(C)C1=C(C=CC=C1)N1CCN(CC1)C(C(=O)NC1=NC=CC=C1)=O (2-(4-(2-tert-butylphenyl)piperazin-1-yl)-2-oxo-N-(pyridin-2-yl)acetamide). The yield is 39.1%. Reaction SMILES: [C:1]([C:5]1[CH:10]=[CH:9][CH:8]=[CH:7][C:6]=1[N:11]1[CH2:16][CH2:15][N:14]([C:17](=[O:21])[C:18](O)=[O:19])[CH2:13][CH2:12]1)([CH3:4])([CH3:3])[CH3:2].CCN=C=NCCCN(C)C.C1C=CC2N(O)N=NC=2C=1.[NH2:43][C:44]1[CH:49]=[CH:48][CH:47]=[CH:46][N:45]=1>C(Cl)Cl>[C:1]([C:5]1[CH:10]=[CH:9][CH:8]=[CH:7][C:6]=1[N:11]1[CH2:12][CH2:13][N:14]([C:17](=[O:21])[C:18]([NH:43][C:44]2[CH:49]=[CH:48][CH:47]=[CH:46][N:45]=2)=[O:19])[CH2:15][CH2:16]1)([CH3:2])([CH3:4])[CH3:3]. Reported procedure: To a stirred solution of 2-(4-(2-tert-butylphenyl)piperazin-1-yl)-2-oxo-acetic acid (0.086 g, 0.30 mmol) in methylene chloride (4.0 mL) was added EDCI (0.75 g, 0.39 mmol) and HOBt (0.053 g, 0.39 mmol) at room temperature. After 30 min 2-aminopyridine (0.031 g, 0.33 mmol) was added and the reaction mixture was stirred at room temperature for 16 h. After this time, the reaction mixture was concentrated under reduced pressure and the residue purified by flash column chromatography (silica gel, 80:2... Reactants: ClC1=CC(=C(CN2C(=CC=C2)C(O)C2CCN(CC2)C)C=C1)F ([1-(4-chloro-2-fluorobenzyl)-2-pyrryl]-[(1-methyl)piperidin-4-yl]methanol), [H-].[Na+] (sodium hydride). Reaction conditions: temperature 80 celsius. The product is ClC1=CC2=C(CN3C(C(O2)C2CCN(CC2)C)=CC=C3)C=C1 (8-Chloro-11-[(1-methyl)piperidin-4-yl]-5H,11H-pyrrolo[2,1-c][1,4]benzoxazepine). As a reaction SMILES: [Cl:1][C:2]1[CH:22]=[CH:21][C:5]([CH2:6][N:7]2[CH:11]=[CH:10][CH:9]=[C:8]2[CH:12]([CH:14]2[CH2:19][CH2:18][N:17]([CH3:20])[CH2:16][CH2:15]2)[OH:13])=[C:4](F)[CH:3]=1.[H-].[Na+]>>[Cl:1][C:2]1[CH:22]=[CH:21][C:5]2[CH2:6][N:7]3[CH:11]=[CH:10][CH:9]=[C:8]3[CH:12]([CH:14]3[CH2:19][CH2:18][N:17]([CH3:20])[CH2:16][CH2:15]3)[O:13][C:4]=2[CH:3]=1 |f:1.2|. Reported procedure: A mixture of [1-(4-chloro-2-fluorobenzyl)-2-pyrryl]-[(1-methyl)piperidin-4-yl]methanol (0.65 g, 0.002 mole) and sodium hydride (50% in oil, 0.12 g, 0.0023 mole, washed once with hexane) in 25 ml 20% DMF/benzene was heated at 80° C. for seven hours. The reactants are BrCC (bromoethane), O (water), OC1=C(OC(C2=CC=CC=C2)C2CN(C(CO2)=O)C)C=CC=C1 (2-[α-(2-hydroxy-phenoxy)-benzyl]-4-methylmorpholin -5-one), C([O-])([O-])=O.[K+].[K+] (potassium carbonate). Run in CN(C)C=O (DMF), CN(C)C=O (DMF). Run at temperature 60 celsius. Product: C(C)OC1=C(OC(C2=CC=CC=C2)C2CN(C(CO2)=O)C)C=CC=C1 (2-[α-(2-ethoxy-phenoxy)-benzyl]-4-methyl-morpholin -5-one). Isolated yield 78.0%. As a reaction SMILES: [OH:1][C:2]1[CH:23]=[CH:22][CH:21]=[CH:20][C:3]=1[O:4][CH:5]([CH:12]1[O:17][CH2:16][C:15](=[O:18])[N:14]([CH3:19])[CH2:13]1)[C:6]1[CH:11]=[CH:10][CH:9]=[CH:8][CH:7]=1.C(=O)([O-])[O-].[K+].[K+].Br[CH2:31][CH3:32].O>CN(C=O)C>[CH2:31]([O:1][C:2]1[CH:23]=[CH:22][CH:21]=[CH:20][C:3]=1[O:4][CH:5]([CH:12]1[O:17][CH2:16][C:15](=[O:18])[N:14]([CH3:19])[CH2:13]1)[C:6]1[CH:7]=[CH:8][CH:9]=[CH:10][CH:11]=1)[CH3:32] |f:1.2.3|. Procedure details: To a solution of 10 g of 2-[α-(2-hydroxy-phenoxy)-benzyl]-4-methylmorpholin -5-one in 150 ml of anhydrous DMF addition was made of 4.8 g of potassium carbonate, and then dropwise addition was made under stirring of 2.6 ml of bromoethane in 20 ml of DMF. The mixture was heated for 4 hours at 60° C. under stirring. The mixture was poured into 1.5 liters of water and extracted with ethyl acetate. The organic extracts were washed with H2O, dehydrated over Na2SO4 and concentrated under reduced pressu... Starting materials: O[C@H](C)[C@@H]1[C@H]2CC(=C(N2C1=O)C(=O)O)\C(=C\[C@H]1NCCC1)\C ((5R,6S)-6-{(1R)-1-hydroxyethyl]-7-oxo-3-[(E)-2-{(2S)-pyrrolidin-2-yl}-1-methylethenyl]-1-azabicyclo[3.2.0]hept-2-ene-2-carboxylic acid), C([O-])([O-])=O.[K+].[K+] (potassium carbonate), C([O-])([O-])=O.[K+].[K+] (potassium carbonate), Cl.C(OCC1=CC=CC=C1)=N (benzyl formimidate hydrochloride). Run in O (water). Run at time 15 minute. Product: C(=N)N1[C@@H](CCC1)/C=C(\C)/C1=C(N2C([C@@H]([C@H]2C1)[C@@H](C)O)=O)C(=O)O ((5R,6S)-3-[(E)-2-{(2S)-1-formimidoylpyrrolidin-2-yl}-1-methylethenyl]-6-[(1R)-1-hydroxyethyl]-7-oxo-1-azabicyclo[3.2.0]hept-2-ene- 2-carboxylic acid). Isolated yield 32.5%. Reaction SMILES: [OH:1][C@@H:2]([C@H:4]1[C:10](=[O:11])[N:9]2[C@@H:5]1[CH2:6][C:7](/[C:15](/[CH3:22])=[CH:16]/[C@@H:17]1[CH2:21][CH2:20][CH2:19][NH:18]1)=[C:8]2[C:12]([OH:14])=[O:13])[CH3:3].C(=O)([O-])[O-].[K+].[K+].Cl.[CH:30](=[NH:39])OCC1C=CC=CC=1>O>[CH:30]([N:18]1[CH2:19][CH2:20][CH2:21][C@H:17]1/[CH:16]=[C:15](/[C:7]1[CH2:6][C@H:5]2[N:9]([C:10](=[O:11])[C@@H:4]2[C@H:2]([OH:1])[CH3:3])[C:8]=1[C:12]([OH:14])=[O:13])\[CH3:22])=[NH:39] |f:1.2.3,4.5|. Procedure: A solution of (5R,6S)-6-{(1R)-1-hydroxyethyl]-7-oxo-3-[(E)-2-{(2S)-pyrrolidin-2-yl}-1-methylethenyl]-1-azabicyclo[3.2.0]hept-2-ene-2-carboxylic acid (0.48 g) in water (30 ml) was adjusted to pH 8.5 with aqueous potassium carbonate at 0° C. and benzyl formimidate hydrochloride (2.7 g) was added in portions while adjusting around pH 8.5 with addition of aqueous potassium carbonate. After stirring for 15 minutes at pH 8.5, the reaction mixture was washed with ethyl acetate and concentrated in vacuo... The reactants are C(O)([O-])=O.[Na+] (sodium hydrogencarbonate), N1=C(Cl)N=C(Cl)N=C1Cl (cyanuric chloride), CO (methanol), O (water). Conditions: temperature 10 celsius, time 15 hour. Product: ClC1=NC(=NC(=N1)OC)OC (2-chloro-4,6-dimethoxy-1,3,5-triazine). Yield: 67.2%. RXN SMILES: [C:1](=[O:4])([O-])O.[Na+].[CH3:6][OH:7].O.[N:9]1[C:16](Cl)=[N:15][C:13](Cl)=[N:12][C:10]=1[Cl:11]>>[Cl:11][C:10]1[N:12]=[C:13]([O:7][CH3:6])[N:15]=[C:16]([O:4][CH3:1])[N:9]=1 |f:0.1|. Procedure details: In a 500-ml four-necked flask equipped with a stirrer and a thermometer, 63.0 g (0.75 mol) of sodium hydrogencarbonate, 98.5 g (3.08 mol, water content: 187 ppm) of methanol and 12.1 g (0.675 mol) of water were placed. With stirring at a temperature of not higher than 10° C., 46.1 g (0.25 mol) of cyanuric chloride was added, followed by stirring for 30 minutes. Then, the reaction was conducted at 35° C. for 15 hours. The weight of the reaction solution from which a salt formed had been removed w...